This data is from the Open Reaction Database (ORD), a public repository of structured organic reaction records. The task is: describe an organic reaction: reactants, conditions, products, and yield The reactants are NC=1SC=C(N1)C(C(=O)N[C@H]1[C@H]2SCC(=C(N2C1=O)C(=O)O)CSC1=CC(=NC=2N1N=C(N2)C(NO)=O)CO)=O ((6R,7R)-7-(2-Amino-4-thiazoleglyoxylamido)-3-[[[2-(hydroxycarbamoyl)-5-(hydroxymethyl)-s-triazolo[1,5-a]pyrimidin-7-yl]thio]methyl]-8-oxo-5-thia-1-azabicyclo[4.2.0]oct-2-ene-2-carboxylic acid), Cl.NOC(C(=O)NNC(C1=CC(=C(C=C1)O)O)=O)(C)C (1-[2-(aminooxy)-2-methylpropionyl]-2-(3,4-dihydroxybenzoyl)hydrazine hydrochloride). Run in CC(=O)N(C)C (dimethylacetamide). Run at time 24 hour. The product is NC=1SC=C(N1)/C(/C(=O)N[C@H]1[C@H]2SCC(=C(N2C1=O)C(=O)O)CSC1=CC(=NC=2N1N=C(N2)C(NO)=O)CO)=N/OC(C)(C)C(NNC(C2=CC(=C(C=C2)O)O)=O)=O ((6R,7R)-7-[(Z)-2-(2-amino-4-thiazolyl)-2-[[1-[3-(3,4-dihydroxybenzoyl)carbazoyl]-1-methylethoxy]imino]acetamido]-3-[[[2-(hydroxycarbamoyl)-5-(hydroxymethyl)-s-triazolo[1,5-a]pyrimidin-7-yl]thio]methyl]-8-oxo-5-thia- 1-azabicyclo[4.2.0]oct-2-ene-2-carboxylic acid). Yield: 78.7%. Reaction SMILES: [NH2:1][C:2]1[S:3][CH:4]=[C:5]([C:7](=O)[C:8]([NH:10][C@@H:11]2[C:18](=[O:19])[N:17]3[C@@H:12]2[S:13][CH2:14][C:15]([CH2:23][S:24][C:25]2[N:30]4[N:31]=[C:32]([C:34](=[O:37])[NH:35][OH:36])[N:33]=[C:29]4[N:28]=[C:27]([CH2:38][OH:39])[CH:26]=2)=[C:16]3[C:20]([OH:22])=[O:21])=[O:9])[N:6]=1.Cl.[NH2:42][O:43][C:44]([CH3:60])([CH3:59])[C:45]([NH:47][NH:48][C:49](=[O:58])[C:50]1[CH:55]=[CH:54][C:53]([OH:56])=[C:52]([OH:57])[CH:51]=1)=[O:46]>CC(N(C)C)=O>[NH2:1][C:2]1[S:3][CH:4]=[C:5](/[C:7](=[N:42]/[O:43][C:44]([C:45](=[O:46])[NH:47][NH:48][C:49](=[O:58])[C:50]2[CH:55]=[CH:54][C:53]([OH:56])=[C:52]([OH:57])[CH:51]=2)([CH3:59])[CH3:60])/[C:8]([NH:10][C@@H:11]2[C:18](=[O:19])[N:17]3[C@@H:12]2[S:13][CH2:14][C:15]([CH2:23][S:24][C:25]2[N:30]4[N:31]=[C:32]([C:34](=[O:37])[NH:35][OH:36])[N:33]=[C:29]4[N:28]=[C:27]([CH2:38][OH:39])[CH:26]=2)=[C:16]3[C:20]([OH:22])=[O:21])=[O:9])[N:6]=1 |f:1.2|. Reported procedure: (6R,7R)-7-(2-Amino-4-thiazoleglyoxylamido)-3-[[[2-(hydroxycarbamoyl)-5-(hydroxymethyl)-s-triazolo[1,5-a]pyrimidin-7-yl]thio]methyl]-8-oxo-5-thia-1-azabicyclo[4.2.0]oct-2-ene-2-carboxylic acid (45 mg) (0.074 mmol) and 31 mg (0.096 mmol) of 1-[2-(aminooxy)-2-methylpropionyl]-2-(3,4-dihydroxybenzoyl)hydrazine hydrochloride are dissolved in 3 ml of absolute dimethylacetamide. After stirring at room temperature for 24 hours the reddish solution is concentrated in a high vacuum. The residue is suspend...